This data is from the Open Reaction Database (ORD), a public repository of structured organic reaction records. The task is: describe an organic reaction: reactants, conditions, products, and yield The reactants are Cl.FC(C(C(F)(F)F)(O)C1=CC=C(C=C1)N1[C@H](CN(CC1)S(=O)(=O)C=1SC=CC1)CC1=CC(=CC=C1)C)(F)F (1,1,1,3,3,3-hexafluoro-2-(4-((2S)-2-(3-methylbenzyl)-4-(2-thiophenylsulfonyl)-1-piperazinyl)phenyl)-2-propanol hydrochloride), C=1N=C(C2=C(N1)N(C=N2)[C@H]3[C@@H]([C@@H]([C@H](O3)COP(=O)(O)OP(=O)(O)OC[C@@H]4[C@H]([C@H]([C@@H](O4)N5C=CCC(=C5)C(=O)N)O)O)O)OP(=O)(O)O)N (NADPH). Yields the product Cl.FC(C(C(F)(F)F)(O)C1=CC=C(C=C1)N1[C@@H](CN(CC1)S(=O)(=O)C=1SC=CC1)CC1=CC(=CC=C1)C)(F)F (1,1,1,3,3,3-hexafluoro-2-(4-((2R)-2-(3-methylbenzyl)-4-(2-thiophenylsulfonyl)-1-piperazinyl)phenyl)-2-propanol hydrochloride). Reaction SMILES: [ClH:1].[F:2][C:3]([F:39])([F:38])[C:4]([C:10]1[CH:15]=[CH:14][C:13]([N:16]2[CH2:21][CH2:20][N:19]([S:22]([C:25]3[S:26][CH:27]=[CH:28][CH:29]=3)(=[O:24])=[O:23])[CH2:18][C@@H:17]2[CH2:30][C:31]2[CH:36]=[CH:35][CH:34]=[C:33]([CH3:37])[CH:32]=2)=[CH:12][CH:11]=1)([OH:9])[C:5]([F:8])([F:7])[F:6].C1N=C(N)C2N=CN([C@@H]3O[C@H](COP(OP(OC[C@H]4O[C@@H](N5C=C(C(N)=O)CC=C5)[C@H](O)[C@@H]4O)(O)=O)(O)=O)[C@@H](O)[C@H]3OP(O)(O)=O)C=2N=1>>[ClH:1].[F:8][C:5]([F:6])([F:7])[C:4]([C:10]1[CH:15]=[CH:14][C:13]([N:16]2[CH2:21][CH2:20][N:19]([S:22]([C:25]3[S:26][CH:27]=[CH:28][CH:29]=3)(=[O:23])=[O:24])[CH2:18][C@H:17]2[CH2:30][C:31]2[CH:36]=[CH:35][CH:34]=[C:33]([CH3:37])[CH:32]=2)=[CH:12][CH:11]=1)([OH:9])[C:3]([F:39])([F:38])[F:2] |f:0.1,3.4|. Reported procedure: 1,1,1,3,3,3-hexafluoro-2-(4-((2S)-2-(3-methylbenzyl)-4-(2-thiophenylsulfonyl)-1-piperazinyl)phenyl)-2-propanol hydrochloride. 1H NMR (400 MHz, CD3OD) δ 7.87-7.83 (m, 1H), 7.62-7.58 (m, 3H), 7.24-7.21 (m, 1H), 7.19-7.14 (m, 1H), 7.08-6.99 (m, 5H), 4.17-4.11 (m, 1H), 3.88-3.82 (m, 1H), 3.68-3.56 (m, 2H), 3.42-3.34 (m, 1H), 3.12-3.04 (m, 1H), 2.62-2.53 (m, 2H), 2.51-2.46 (m, 1H), 2.31 (s, 3H). m/z (ESI, +ve ion) 578.8 (M+H)+. GK-GKRP EC50 (NADPH-coupled)=0.724 μM; GK-GKRP EC50 (LC MS/MS)=0.688 μM. The reactants are CO, CON=C(C(=O)OC)c1ccc(O)c([N+](=O)[O-])c1, [Na+], [OH-]. Yields the product CON=C(C(=O)O)c1ccc(O)c([N+](=O)[O-])c1. RXN SMILES: [CH3:21][OH:22].[CH3:3][O:4][N:5]=[C:6]([C:7](=[O:8])[O:9][CH3:10])[c:11]1[cH:12][c:13]([N+:18](=[O:19])[O-:20])[c:14]([OH:17])[cH:15][cH:16]1.[Na+:2].[OH-:1]>>[CH3:3][O:4][N:5]=[C:6]([C:7](=[O:8])[OH:9])[c:11]1[cH:12][c:13]([N+:18](=[O:19])[O-:20])[c:14]([OH:17])[cH:15][cH:16]1. Solvent: C1CCOC1 (THF). Starting materials: C(C)(=O)O (Acetic acid), CN (methylamine), NaHB(OAc)3, C1(CCCCC1)[C@@H]([C@@H](C=O)N1C(C2=CC=CC=C2C1=O)=O)O ((2S,3S)-3-cyclohexyl-2-(1,3-dioxoisoindolin-2-yl)-3-hydroxypropanal). Conditions: temperature 0 celsius, time 2 hour. The product is C1(CCCCC1)[C@@H]([C@@H](CNC)N1C(C2=CC=CC=C2C1=O)=O)O (2-((1S,2R)-1-cyclohexyl-1-hydroxy-3-(methylamino)propan-2-yl)isoindoline-1,3-dione). Reaction SMILES: [CH:1]1([C@H:7]([OH:22])[C@H:8]([N:11]2[C:19](=[O:20])[C:18]3[C:13](=[CH:14][CH:15]=[CH:16][CH:17]=3)[C:12]2=[O:21])[CH:9]=O)[CH2:6][CH2:5][CH2:4][CH2:3][CH2:2]1.C(O)(=O)C.[CH3:27][NH2:28]>C1COCC1>[CH:1]1([C@H:7]([OH:22])[C@H:8]([N:11]2[C:19](=[O:20])[C:18]3[C:13](=[CH:14][CH:15]=[CH:16][CH:17]=3)[C:12]2=[O:21])[CH2:9][NH:28][CH3:27])[CH2:6][CH2:5][CH2:4][CH2:3][CH2:2]1. Procedure details: Crude (2S,3S)-3-cyclohexyl-2-(1,3-dioxoisoindolin-2-yl)-3-hydroxypropanal (3.22 g, 10.7 mmol, calculated according to theoretical yield) was dissolved in anhydrous THF (20 mL). The solution was cooled to 0° C. Acetic acid (5.5 mL, 90 mmol), methylamine solution (33% in EtOH, 5.0 mL, 40.0 mmol) and NaHB(OAc)3 (8.80 g, 40.0 mmol) were added sequentially and in single portions. The ice bath was removed and the mixture was stirred for 2 h at rt. The solvent was stripped and the crude 2-((1S,2R)-1-cy... Reactants: C(C)(C)(C)OC(=O)NC1CCN(CC1)CC1=NC=C(C=C1)C(=O)OC (4-ter-Butoxycarbonylamino-1-(5-methoxycarbonyl-pyrid-2-ylmethyl)-piperidine), C(=O)(C(F)(F)F)O (CF3COOH). Solvent: C(Cl)Cl (CH2Cl2). The product is NC1CCN(CC1)CC1=NC=C(C=C1)C(=O)OC (4-Amino-1-(5-methoxycarbonyl-pyrid-2-ylmethyl)-piperidine). As a reaction SMILES: C(OC([NH:8][CH:9]1[CH2:14][CH2:13][N:12]([CH2:15][C:16]2[CH:21]=[CH:20][C:19]([C:22]([O:24][CH3:25])=[O:23])=[CH:18][N:17]=2)[CH2:11][CH2:10]1)=O)(C)(C)C.C(O)(C(F)(F)F)=O>C(Cl)Cl>[NH2:8][CH:9]1[CH2:14][CH2:13][N:12]([CH2:15][C:16]2[CH:21]=[CH:20][C:19]([C:22]([O:24][CH3:25])=[O:23])=[CH:18][N:17]=2)[CH2:11][CH2:10]1. Reported procedure: The product of example 30 is heated for 3 hours at 40° C. in a solution of CH2Cl2 containing 11 ml of CF3COOH. The solvent is evaporated off and the substance crystallised in acetone. The named product is obtained: M. P. 173-175° C. Starting materials: C(=O)(O)C1=CC=C(OC2=C(C(=O)O)C=CC=N2)C=C1 (2-(p-carboxyphenoxy)nicotinic acid), S(O)(O)(=O)=O (sulfuric acid), ice water. The solvent is O (water). Run at time 40 minute. The product is O=C1C2=C(OC3=NC=CC=C31)C=CC(=C2)C(=O)O (5-oxo-5H-[1]benzopyrano[2,3-b]pyridine-7 -carboxylic acid). Isolated yield 80.6%. RXN SMILES: [C:1]([C:4]1[CH:19]=[CH:18][C:7]([O:8][C:9]2[N:17]=[CH:16][CH:15]=[CH:14][C:10]=2[C:11]([OH:13])=O)=[CH:6][CH:5]=1)([OH:3])=[O:2].S(=O)(=O)(O)O>O>[O:13]=[C:11]1[C:10]2[C:9](=[N:17][CH:16]=[CH:15][CH:14]=2)[O:8][C:7]2[CH:18]=[CH:19][C:4]([C:1]([OH:3])=[O:2])=[CH:5][C:6]1=2. Reported procedure: A mixture of 2 g of 2-(p-carboxyphenoxy)nicotinic acid and 30 g of concentrated sulfuric acid is stirred at 180°-190°C for 40 minutes on an oil bath. After cooling with water, the reaction mixture is poured into ice water. A jelly-like substance produced crystallizes on heating. The crystals are filtered off, washed thoroughly with water, and recrystallized from aqueous dioxane to give 1.5 g of 5-oxo-5H-[1]benzopyrano[2,3-b]pyridine-7 -carboxylic acid melting at 293°-294°C. The reactants are C(=O)(OCC)C=P(C1=CC=CC=C1)(C1=CC=CC=C1)C1=CC=CC=C1 ((Carbethoxymethylene)triphenylphosphorane), C(C)OCC=1N(C2=C(C(=NC=3C=C(C=CC23)C=O)NC(C2=CC=CC=C2)(C2=CC=CC=C2)C2=CC=CC=C2)N1)CC(C)(C)O (2-(ethoxymethyl)-1-(2-hydroxy-2-methylpropyl)-4-(tritylamino)-1H-imidazo[4,5-c]quinoline-7-carbaldehyde). The solvent is ClCCl (dichloromethane). Run at time 20 hour. Yields the product C(C)OCC=1N(C2=C(C(=NC=3C=C(C=CC23)/C=C/C(=O)OCC)NC(C2=CC=CC=C2)(C2=CC=CC=C2)C2=CC=CC=C2)N1)CC(C)(C)O (Ethyl (E)-3-[2-(ethoxymethyl)-1-(2-hydroxy-2-methylpropyl)-4-(tritylamino)-1H-imidazo[4,5-c]quinolin-7-yl]prop-2-enoate). Yield: 75.4%. RXN SMILES: [C:1]([CH:6]=P(C1C=CC=CC=1)(C1C=CC=CC=1)C1C=CC=CC=1)([O:3][CH2:4][CH3:5])=[O:2].[CH2:26]([O:28][CH2:29][C:30]1[N:31]([CH2:65][C:66]([OH:69])([CH3:68])[CH3:67])[C:32]2[C:41]3[CH:40]=[CH:39][C:38]([CH:42]=O)=[CH:37][C:36]=3[N:35]=[C:34]([NH:44][C:45]([C:58]3[CH:63]=[CH:62][CH:61]=[CH:60][CH:59]=3)([C:52]3[CH:57]=[CH:56][CH:55]=[CH:54][CH:53]=3)[C:46]3[CH:51]=[CH:50][CH:49]=[CH:48][CH:47]=3)[C:33]=2[N:64]=1)[CH3:27]>ClCCl>[CH2:26]([O:28][CH2:29][C:30]1[N:31]([CH2:65][C:66]([OH:69])([CH3:68])[CH3:67])[C:32]2[C:41]3[CH:40]=[CH:39][C:38](/[CH:42]=[CH:6]/[C:1]([O:3][CH2:4][CH3:5])=[O:2])=[CH:37][C:36]=3[N:35]=[C:34]([NH:44][C:45]([C:58]3[CH:59]=[CH:60][CH:61]=[CH:62][CH:63]=3)([C:52]3[CH:57]=[CH:56][CH:55]=[CH:54][CH:53]=3)[C:46]3[CH:47]=[CH:48][CH:49]=[CH:50][CH:51]=3)[C:33]=2[N:64]=1)[CH3:27]. Procedure details: (Carbethoxymethylene)triphenylphosphorane (422 mg, 1.21 mmol) was added to a solution of 2-(ethoxymethyl)-1-(2-hydroxy-2-methylpropyl)-4-(tritylamino)-1H-imidazo[4,5-c]quinoline-7-carbaldehyde (472 mg, 808 μmol) in dichloromethane (8 mL) under argon. The reaction mixture was stirred for 20 h at room temperature and concentrated in vacuo. Crystallization from dichloromethane and diethyl ether afforded the title compound (0.399 g, 75%) as white solid, LC-MS (UV peak area, ESI) 89%, 655.4 (MH+). Starting materials: Br[Si](C)(C)C (Bromotrimethylsilane), FC=1C=C(CP(OCC)(OCC)=O)C=C(C1F)F (Diethyl 3,4,5-trifluorobenzylphosphonate), O (water). The solvent is C(C)#N (acetonitrile), CO (methanol), ClCCl (dichloromethane). Reaction conditions: time 6 hour. The product is FC=1C=C(CP(O)(O)=O)C=C(C1F)F (3,4,5-trifluorobenzylphosphonic acid). Yield: 89.2%. As a reaction SMILES: [F:1][C:2]1[CH:3]=[C:4]([CH:14]=[C:15]([F:18])[C:16]=1[F:17])[CH2:5][P:6](=[O:13])([O:10]CC)[O:7]CC.Br[Si](C)(C)C.O>ClCCl.CO.C(#N)C>[F:18][C:15]1[CH:14]=[C:4]([CH:3]=[C:2]([F:1])[C:16]=1[F:17])[CH2:5][P:6](=[O:7])([OH:10])[OH:13]. Procedure details: Diethyl 3,4,5-trifluorobenzylphosphonate (2.80 g, 9.92 mmol) was dissolved in dry dichloromethane (30 mL). Bromotrimethylsilane (4.1 mL, 31.7 mmol) was added via syringe. The reaction was capped with a greased glass stopper and allowed to stir for 6 hours. The volatiles were removed under reduced pressure to yield a yellow oil. This was dissolved in 10:1 methanol:water (20 mL) and allowed to stir overnight. After removing the solvents, recrystallization in acetonitrile yielded large white needle... Reactants: FC(S(=O)(=O)OCC=C)(F)F (2-propen-1-yl trifluoromethanesulfonate), C(C#C)O (2-propyn-1-ol), FC(S(=O)(=O)OS(=O)(=O)C(F)(F)F)(F)F (trifluoromethanesulfonic anhydride). The solvent is C(Cl)(Cl)(Cl)Cl (carbon tetrachloride). The product is FC(S(=O)(=O)OCC#C)(F)F (2-Propyn-1-yl trifluoromethanesulfonate). RXN SMILES: [F:1][C:2]([F:11])([F:10])[S:3]([O:6][CH2:7][CH:8]=[CH2:9])(=[O:5])=[O:4].C(O)C#C.FC(F)(F)S(OS(C(F)(F)F)(=O)=O)(=O)=O>C(Cl)(Cl)(Cl)Cl>[F:10][C:2]([F:1])([F:11])[S:3]([O:6][CH2:7][C:8]#[CH:9])(=[O:4])=[O:5]. Reported procedure: 2-Propyn-1-yl trifluoromethanesulfonate was prepared in carbon tetrachloride solution and used as a dried solution in Examples 45 through 48 in the same way that 2-propen-1-yl trifluoromethanesulfonate was prepared and was used in Examples 41 through 44 starting with 2-propyn-1-ol (propargyl alcohol) and trifluoromethanesulfonic anhydride. Starting materials: Cl.N(N)C1=NN=CC2=CC=CC=C12 (1-hydrazinophthalazine hydrochloride), O=C(C(=O)O)CCC(=O)O (α-ketoglutaric acid). Run in O (water). Run at time 8 hour. Product: O=C(C(O)=NN)CCC(=O)O.N(N)C1=NN=CC2=CC=CC=C12 (1-hydrazinophthalazine α-ketoglutarate hydrazone). Yield: 159.2%. As a reaction SMILES: Cl.[NH:2]([C:4]1[C:13]2[C:8](=[CH:9][CH:10]=[CH:11][CH:12]=2)[CH:7]=[N:6][N:5]=1)[NH2:3].[O:14]=[C:15]([CH2:19][CH2:20][C:21]([OH:23])=[O:22])[C:16](O)=[O:17]>O>[O:14]=[C:15]([CH2:19][CH2:20][C:21]([OH:23])=[O:22])[C:16](=[N:2][NH2:3])[OH:17].[NH:2]([C:4]1[C:13]2[C:8](=[CH:9][CH:10]=[CH:11][CH:12]=2)[CH:7]=[N:6][N:5]=1)[NH2:3] |f:0.1,4.5|. Procedure details: 1-hydrazinophthalazine hydrochloride (395 mg; 2 mmol) is dissolved in 5 ml of water. To this an aqueous solution of α-ketoglutaric acid (1 g; 7 mmol) is added and the reaction mixture is allowed to stand overnight at room temperature. The solid precipitate is filtered off and dried in vacuo to yield 510 mg of 1-hydrazinophthalazine α-ketoglutarate hydrazone (88% theoretical yield). [British Journal of Clinical Pharmacology 5: 489-494 (1978)]. Starting materials: CC(C(=O)OCC)(CCC1=CC=C(C=C1)B1OC(C(O1)(C)C)(C)C)S(=O)(=O)C ((+/−)-ethyl 2-methyl-2-(methylsulfonyl)-4-[4-(4,4,5,5-tetramethyl-1,3,2-dioxaborolan-2-yl)phenyl]butanoate), [OH-].[Li+] (lithium hydroxide), BrC1=CC=C(C=C1)CCC(C(=O)O)(S(=O)(=O)C)C ((+/−)-4-(4-bromophenyl)-2-methyl-2-(methylsulfonyl)butanoic acid). Yields the product CC(C(=O)O)(CCC1=CC=C(C=C1)B1OC(C(O1)(C)C)(C)C)S(=O)(=O)C ((+/−)-2-Methyl-2-(methylsulfonyl)-4-[4-(4,4,5,5-tetramethyl-1,3,2-dioxaborolan-2-yl)phenyl]butanoic acid). Isolated yield 112.7%. As a reaction SMILES: [CH3:1][C:2]([S:25]([CH3:28])(=[O:27])=[O:26])([CH2:8][CH2:9][C:10]1[CH:15]=[CH:14][C:13]([B:16]2[O:20][C:19]([CH3:22])([CH3:21])[C:18]([CH3:24])([CH3:23])[O:17]2)=[CH:12][CH:11]=1)[C:3]([O:5]CC)=[O:4].[OH-].[Li+].BrC1C=CC(CCC(C)(S(C)(=O)=O)C(O)=O)=CC=1>>[CH3:1][C:2]([S:25]([CH3:28])(=[O:26])=[O:27])([CH2:8][CH2:9][C:10]1[CH:11]=[CH:12][C:13]([B:16]2[O:20][C:19]([CH3:21])([CH3:22])[C:18]([CH3:23])([CH3:24])[O:17]2)=[CH:14][CH:15]=1)[C:3]([OH:5])=[O:4] |f:1.2|. Procedure details: The title compound (5.47 g, 100%) was prepared from (+/−)-ethyl 2-methyl-2-(methylsulfonyl)-4-[4-(4,4,5,5-tetramethyl-1,3,2-dioxaborolan-2-yl)phenyl]butanoate (5.2 g, 12.7 mmol) and lithium hydroxide (2.13 g, 50.8 mmol) by a procedure analogous to that described for (+/−)-4-(4-bromophenyl)-2-methyl-2-(methylsulfonyl)butanoic acid (II/Step 3-Preparation Number 2). LCMS m/z 381.6 (M−1). 1H NMR (400 MHz, CHLOROFORM-d) δ ppm 1.36 (s, 12H) 1.75 (s, 3H) 2.19-2.30 (m, 1H) 2.44-2.55 (m, 1H) 2.56-2.67 (m...